From a dataset of the Open Reaction Database (ORD), a public repository of structured organic reaction records. describe an organic reaction: reactants, conditions, products, and yield Reactants: OCCC=1N=CC(=NC1)C(=O)OC (methyl 5-(2-hydroxyethyl)pyrazine-2-carboxylate), O1CCCC=C1 (3,4-dihydro-2H-pyrane), C1(=CC=C(C=C1)S(=O)(=O)[O-])C.[NH+]1=CC=CC=C1 (pyridinium p-toluenesulfonate), O (water). The solvent is ClCCl (dichloromethane). Reaction conditions: time 8 hour. The product is O1C(CCCC1)OCCC=1N=CC(=NC1)C(=O)OC (methyl 5-[2-(tetrahydro-2H-pyran-2-yloxy)ethyl]pyrazine-2-carboxylate). RXN SMILES: [OH:1][CH2:2][CH2:3][C:4]1[N:5]=[CH:6][C:7]([C:10]([O:12][CH3:13])=[O:11])=[N:8][CH:9]=1.[O:14]1[CH:19]=[CH:18][CH2:17][CH2:16][CH2:15]1.C1(C)C=CC(S([O-])(=O)=O)=CC=1.[NH+]1C=CC=CC=1.O>ClCCl>[O:14]1[CH2:19][CH2:18][CH2:17][CH2:16][CH:15]1[O:1][CH2:2][CH2:3][C:4]1[N:5]=[CH:6][C:7]([C:10]([O:12][CH3:13])=[O:11])=[N:8][CH:9]=1 |f:2.3|. Procedure: To a solution of methyl 5-(2-hydroxyethyl)pyrazine-2-carboxylate (1.07 g) in dichloromethane (20 mL) were added 3,4-dihydro-2H-pyrane (1.6 mL) and pyridinium p-toluenesulfonate (295 mg) at room temperature, followed by stirring at room temperature overnight. To the reaction mixture was added water, followed by extraction with ethyl acetate. The organic layer was washed with saturated brine and dried over anhydrous magnesium sulfate. The crude product obtained by concentration was purified by sil... Starting materials: Cc1cc(Br)ccc1I, C=C[Si](C)(C)C, Cc1ccccc1, [F-], [K+]. Product: C=Cc1ccc(Br)cc1C. As a reaction SMILES: [Br:3][c:4]1[cH:5][cH:6][c:7]([I:11])[c:8]([CH3:10])[cH:9]1.[CH3:12][Si:13]([CH:14]=[CH2:15])([CH3:16])[CH3:17].[CH3:18][c:19]1[cH:20][cH:21][cH:22][cH:23][cH:24]1.[F-:1].[K+:2]>>[Br:3][c:4]1[cH:5][cH:6][c:7]([CH:14]=[CH2:15])[c:8]([CH3:10])[cH:9]1. The reactants are CS(=O)C (DMSO), CC(CC1C(CCCCCCCCCC1)=O)CS(=O)(=O)C1=CC=CC=C1 (2-(2-methyl-3-phenylsulfonyl-prop-1-yl)-cyclododecanone), [OH-].[K+] (KOH), O (water). Solvent: C1(=CC=CC=C1)C (toluene). The product is CC1C=C2CCCCCCCCCC=C2C1 (14-Methyl-bicyclo[10.3.0]pentadeca-1,12-diene). The yield is 85.6%. As a reaction SMILES: [CH3:1][CH:2]([CH2:17]S(C1C=CC=CC=1)(=O)=O)[CH2:3][CH:4]1[CH2:15][CH2:14][CH2:13][CH2:12][CH2:11][CH2:10][CH2:9][CH2:8][CH2:7][CH2:6][C:5]1=O.[OH-].[K+].O.CS(C)=O>C1(C)C=CC=CC=1>[CH3:17][CH:2]1[CH2:3][C:4]2[C:5]([CH2:6][CH2:7][CH2:8][CH2:9][CH2:10][CH2:11][CH2:12][CH2:13][CH2:14][CH:15]=2)=[CH:1]1 |f:1.2|. Procedure: 11.35 g (0.03 mole) of 2-(2-methyl-3-phenylsulfonyl-prop-1-yl)-cyclododecanone and 11.0 g (0.197 mole) of powdered KOH in 30 ml of toluene were first heated to reflux during 30 min., in a reaction vessel fitted with a water separator. After addition of 6 ml of DMSO, the reaction mixture was further heated at 110°, for 12 hours. After the treatments of extraction, washing, drying and distillation (0.05 Torr--bath temperature: 150°) described in Example 1, there were isolated 5.61 g (86% yield) of... Reactants: ClC1=NC2=NC(=C(N=C2C(=N1)N(C)C)Cl)NCC1=CC=CC=C1 (2,6-dichloro-4-dimethylamino-7-benzylamino-pteridine), N1CCNCC1 (piperazine). Yields the product ClC=1N=C2C(=NC(=NC2=NC1NCC1=CC=CC=C1)N1CCNCC1)N(C)C (6-Chloro-2-piperazino-4-dimethylamino-7-benzylamino-pteridine). RXN SMILES: Cl[C:2]1[N:11]=[C:10]([N:12]([CH3:14])[CH3:13])[C:9]2[C:4](=[N:5][C:6]([NH:16][CH2:17][C:18]3[CH:23]=[CH:22][CH:21]=[CH:20][CH:19]=3)=[C:7]([Cl:15])[N:8]=2)[N:3]=1.[NH:24]1[CH2:29][CH2:28][NH:27][CH2:26][CH2:25]1>>[Cl:15][C:7]1[N:8]=[C:9]2[C:4](=[N:5][C:6]=1[NH:16][CH2:17][C:18]1[CH:23]=[CH:22][CH:21]=[CH:20][CH:19]=1)[N:3]=[C:2]([N:24]1[CH2:29][CH2:28][NH:27][CH2:26][CH2:25]1)[N:11]=[C:10]2[N:12]([CH3:14])[CH3:13]. Procedure details: This compound was prepared analogous to Example 1 from 2,6-dichloro-4-dimethylamino-7-benzylamino-pteridine and piperazine. The reactants are C(=O)(O)CNC1=C(C(=O)O)C=CC=N1 (2-(Carboxymethyl-amino)-nicotinic acid), C(C)(=O)[O-].[Na+] (sodium acetate), C(C)(=O)OC(C)=O (acetic anhydride). The product is C(C)(=O)N1C=C(C=2C1=NC=CC2)OC(C)=O (Acetic Acid 1-acetyl-1H-pyrrolo[2,3-b]pyridin-3-yl ester). Reaction SMILES: C([CH2:4][NH:5][C:6]1[N:14]=[CH:13][CH:12]=[CH:11][C:7]=1[C:8](O)=O)(O)=O.[C:15]([O-:18])(=[O:17])[CH3:16].[Na+].C(O[C:24](=[O:26])[CH3:25])(=O)C>>[C:24]([N:5]1[C:6]2=[N:14][CH:13]=[CH:12][CH:11]=[C:7]2[C:8]([O:17][C:15](=[O:18])[CH3:16])=[CH:4]1)(=[O:26])[CH3:25] |f:1.2|. Procedure: Acetic acid 1-acetyl-1H-pyrrolo[2,3-b]pyridin-3-yl ester 502 is prepared by reacting 2-(Carboxymethyl-amino)-nicotinic acid 501 with sodium acetate in refluxing acetic anhydride for several hours, followed by purification and isolation by conventional means (e.g. recrystallization) (Su & Tsou; J. Am. Chem. Soc., 82, 1960, 1187). Starting materials: BrCCCCl (1-bromo-3-chloropropane), C(C1=CC=CC=C1)N1CCNCC1 (1-benzylpiperazine), CS(=O)C (dimethyl sulfoxide), [OH-].[K+] (potassium hydroxide). The solvent is O (Water). Conditions: time 3 hour. Product: Cl.Cl.C(C1=CC=CC=C1)N1CCN(CC1)CCCCl (1-benzyl-4-(3-chloropropyl)piperazine dihydrochloride). The yield is 163.9%. Reaction SMILES: Br[CH2:2][CH2:3][CH2:4][Cl:5].[CH2:6]([N:13]1[CH2:18][CH2:17][NH:16][CH2:15][CH2:14]1)[C:7]1[CH:12]=[CH:11][CH:10]=[CH:9][CH:8]=1.CS(C)=O.[OH-].[K+]>O>[ClH:5].[ClH:5].[CH2:6]([N:13]1[CH2:18][CH2:17][N:16]([CH2:2][CH2:3][CH2:4][Cl:5])[CH2:15][CH2:14]1)[C:7]1[CH:8]=[CH:9][CH:10]=[CH:11][CH:12]=1 |f:3.4,6.7.8|. Reported procedure: 31.5 g of 1-bromo-3-chloropropane were added to a mixture of 35 g of 1-benzylpiperazine, 150 ml of dimethyl sulfoxide and 25 g of potassium hydroxide. The resulting mixture was stirred at room temperature for 3 hours. Water was added to the resulting solution, the reaction product was extracted with ether, dried (magnesium sulfate), and the salt was precipitated with ethereal hydrochloric acid to give 35.6 g (55% of theory) of 1-benzyl-4-(3-chloropropyl)piperazine dihydrochloride as a white crys... Reactants: ClC1=C(C(=O)O)C=CC(=C1)NC(=O)C1=CC=C2CCCN(C2=C1)S(=O)(=O)C1=C(C=CC(=C1)C)OC (2-Chloro-4-{[1-(2-methoxy-5-methyl-benzenesulfonyl)-1,2,3,4-tetrahydro-quinoline-7-carbonyl]-amino}-benzoic acid), COC1=C(C=C(C=C1)C)S(=O)(=O)Cl (2-methoxy-5-methyl-benzenesulfonyl chloride). Yields the product COC(C1=C(C=C(C=C1)NC(=O)C1=CC=C2CCCN(C2=C1)S(=O)(=O)C1=C(C=CC(=C1)C)OC)Cl)=O (2-Chloro-4-{[1-(2-methoxy-5-methyl-benzenesulfonyl)-1,2,3,4-tetrahydro-quinoline-7-carbonyl]-amino}-benzoic acid methyl ester). Reaction SMILES: [Cl:1][C:2]1[CH:10]=[C:9]([NH:11][C:12]([C:14]2[CH:23]=[C:22]3[C:17]([CH2:18][CH2:19][CH2:20][N:21]3[S:24]([C:27]3[CH:32]=[C:31]([CH3:33])[CH:30]=[CH:29][C:28]=3[O:34][CH3:35])(=[O:26])=[O:25])=[CH:16][CH:15]=2)=[O:13])[CH:8]=[CH:7][C:3]=1[C:4]([OH:6])=[O:5].[CH3:36]OC1C=CC(C)=CC=1S(Cl)(=O)=O>>[CH3:36][O:5][C:4](=[O:6])[C:3]1[CH:7]=[CH:8][C:9]([NH:11][C:12]([C:14]2[CH:23]=[C:22]3[C:17]([CH2:18][CH2:19][CH2:20][N:21]3[S:24]([C:27]3[CH:32]=[C:31]([CH3:33])[CH:30]=[CH:29][C:28]=3[O:34][CH3:35])(=[O:25])=[O:26])=[CH:16][CH:15]=2)=[O:13])=[CH:10][C:2]=1[Cl:1]. Procedure details: 2-Chloro-4-{[1-(2-methoxy-5-methyl-benzenesulfonyl)-1,2,3,4-tetrahydro-quinoline-7-carbonyl]-amino}-benzoic acid, m/z (ES+): 515.29 (M+H+.), was prepared in analogy to example 40, steps 1 to 5. Step 4 was performed using 2-methoxy-5-methyl-benzenesulfonyl chloride, yielding 2-Chloro-4-{[1-(2-methoxy-5-methyl-benzenesulfonyl)-1,2,3,4-tetrahydro-quinoline-7-carbonyl]-amino}-benzoic acid methyl ester, which was hydrolyzed in step 5. Starting materials: C(#C)C=1C(=NOC1C)C1=CC=CC=C1 (4-ethynyl-5-methyl-3-phenyl-isoxazole), IC=1N(C=CN1)C (2-iodo-1-methyl-1H-imidazole). Product: CC1=C(C(=NO1)C1=CC=CC=C1)C#CC=1N(C=CN1)C (5-Methyl-4-(1-methyl-1H-imidazol-2-ylethynyl)-3-phenyl-isoxazole). Yield: 30.0%. Reaction SMILES: [C:1]([C:3]1[C:4]([C:9]2[CH:14]=[CH:13][CH:12]=[CH:11][CH:10]=2)=[N:5][O:6][C:7]=1[CH3:8])#[CH:2].I[C:16]1[N:17]([CH3:21])[CH:18]=[CH:19][N:20]=1>>[CH3:8][C:7]1[O:6][N:5]=[C:4]([C:9]2[CH:14]=[CH:13][CH:12]=[CH:11][CH:10]=2)[C:3]=1[C:1]#[C:2][C:16]1[N:17]([CH3:21])[CH:18]=[CH:19][N:20]=1. Procedure: As described for example 11c, 4-ethynyl-5-methyl-3-phenyl-isoxazole (73 mg, 0.40 mmol) was converted (using 2-iodo-1-methyl-1H-imidazole instead of 2-chloro-4-iodopyridine) to the title compound (SiO2, heptane:ethyl acetate=95:5 to 0:100, 32 mg, 30%) which was obtained as a light brown solid. MS: m/e=264.2 [M+H]+. Reactants: O=C(N(CC=1C=CC=CC1C(F)(F)F)CC)C(F)(F)F. Reagents/catalysts: O=S(=O)([O-])CC=1C=NC(=CC1)C2=NC=C(C=C2)C.CCCC[N+](CCCC)(CCCC)CCCC, O1B(OC(C)(C)C1(C)C)B2OC(C)(C)C(O2)(C)C, C[OH2+].C[OH2+].C1CC=CCCC=C1.C1CC=CCCC=C1.[Ir].[Ir]. Solvent: O1CCCC1. Conditions: temperature 25 celsius, time 20 hour. Product: O=C(N(CC1=CC(=CC=C1C(F)(F)F)B2OC(C)(C)C(O2)(C)C)CC)C(F)(F)F, O=C(N(CC1=CC=C(C=C1C(F)(F)F)B2OC(C)(C)C(O2)(C)C)CC)C(F)(F)F. The yield is 28.0%. Procedure details: Following general procedure F using N‐ethyl‐2,2,2‐trifluoro‐N‐(2‐(trifluoromethyl)benzyl)acetamide (13) (149.5 mg, 0.50 mmol), B2pin2 (254 mg, 1.0 mmol), [Ir(COD)OMe]2 (5.0 mg, 0.0075 mmol) and 1a (7.6 mg, 0.015 mmol) in THF (2.5 mL). The reaction was stirred at rt °C for 20 hours before cooling and the solventsremoved. Analysis of crude 1 H NMR using internalstandard 1,2‐dimethoxyethane showed 2.4:1 meta:para borylation in 98% yield as a mixture of rotamers. The crude product was purified by si...